Task: describe an organic reaction: reactants, conditions, products, and yield. Dataset: the Open Reaction Database (ORD), a public repository of structured organic reaction records The reactants are CC1=C(C=CC=C1C)C#C (2,3-dimethylphenylacetylene), ClC1=C(CS)C=CC(=C1)OC (2-chloro-4-methoxybenzyl mercaptan), [Na] (sodium). Product: CC1=C(\C=C/C(C2=C(C=C(C=C2)OC)Cl)SC(C2=C(C=C(C=C2)OC)Cl)\C=C/C2=C(C(=CC=C2)C)C)C=CC=C1C ((Z)-2,3-dimethylstyryl-2-chloro-4-methoxybenzylsulfide). RXN SMILES: [CH3:1][C:2]1[C:7]([CH3:8])=[CH:6][CH:5]=[CH:4][C:3]=1[C:9]#[CH:10].[Cl:11][C:12]1[CH:19]=[C:18]([O:20][CH3:21])[CH:17]=[CH:16][C:13]=1[CH2:14][SH:15].[Na]>>[CH3:1][C:2]1[C:7]([CH3:8])=[CH:6][CH:5]=[CH:4][C:3]=1/[CH:9]=[CH:10]\[CH:14]([S:15][CH:14](/[CH:10]=[CH:9]\[C:3]1[CH:4]=[CH:5][CH:6]=[C:7]([CH3:8])[C:2]=1[CH3:1])[C:13]1[CH:16]=[CH:17][C:18]([O:20][CH3:21])=[CH:19][C:12]=1[Cl:11])[C:13]1[CH:16]=[CH:17][C:18]([O:20][CH3:21])=[CH:19][C:12]=1[Cl:11] |^1:21|. Procedure: A solution of 2,3-dimethylphenylacetylene (0.02 mol), 2-chloro-4-methoxybenzyl mercaptan (0.02 mol) and metallic sodium (0.02 g atom) is subjected to the General Procedure to form (Z)-2,3-dimethylstyryl-2-chloro-4-methoxybenzylsulfide. The title compound is obtained following oxidation of the sulfide, according to the General Procedure.